The task is: describe an organic reaction: reactants, conditions, products, and yield. This data is from the Open Reaction Database (ORD), a public repository of structured organic reaction records. The reactants are C(=O)(O)[O-].[Na+] (NaHCO3), CC(C)(C)N(C([O-])=O)C1=C(C=C(C=C1)C=1SC=CC1)NC(=O)C1=CC=C(C=C1)CNC(CC=1C=NC=CC1)=O (1,1-dimethylethyl[2-{[(4-{[(pyridin-3-ylacetyl)amino]methyl}phenyl)carbonyl]amino}-4-(2-thienyl)phenyl]carbamate), C(Cl)Cl (DCM). Solvent: C(=O)(C(F)(F)F)O.C(Cl)Cl (TFA DCM). Reaction conditions: time 20 minute. Yields the product NC1=C(C=C(C=C1)C=1SC=CC1)NC(C1=CC=C(C=C1)CNC(CC=1C=NC=CC1)=O)=O (N-[2-amino-5-(2-thienyl)phenyl]-4-{[(pyridin-3-ylacetyl)amino]methyl}benzamide). Reaction SMILES: CC([N:5]([C:9]1[CH:14]=[CH:13][C:12]([C:15]2[S:16][CH:17]=[CH:18][CH:19]=2)=[CH:11][C:10]=1[NH:20][C:21]([C:23]1[CH:28]=[CH:27][C:26]([CH2:29][NH:30][C:31](=[O:39])[CH2:32][C:33]2[CH:34]=[N:35][CH:36]=[CH:37][CH:38]=2)=[CH:25][CH:24]=1)=[O:22])C(=O)[O-])(C)C.C([O-])(O)=O.[Na+].C(Cl)Cl>C(O)(C(F)(F)F)=O.C(Cl)Cl>[NH2:5][C:9]1[CH:14]=[CH:13][C:12]([C:15]2[S:16][CH:17]=[CH:18][CH:19]=2)=[CH:11][C:10]=1[NH:20][C:21](=[O:22])[C:23]1[CH:24]=[CH:25][C:26]([CH2:29][NH:30][C:31](=[O:39])[CH2:32][C:33]2[CH:34]=[N:35][CH:36]=[CH:37][CH:38]=2)=[CH:27][CH:28]=1 |f:1.2,4.5|. Procedure: 1,1-dimethylethyl[2-{[(4-{[(pyridin-3-ylacetyl)amino]methyl}phenyl)carbonyl]amino}-4-(2-thienyl)phenyl]carbamate was stirred in 10 mL of TFA/DCM (1:1 v/v) for 2 hours. Then 20 mL of saturated NaHCO3 was added to the reaction mixture and the resulted solution was stirred for 20 minutes, 50 mL of DCM was added to the reaction mixture and the organic layer was separated and the aqueous phase was extracted with DCM (50 mL×2), the combined organic layers were washed with brine, dried over Na2SO4, the... Reactants: CCC1=Cc2ccc(OC)cc2CC1, CO. Yields the product CCC1CCc2cc(OC)ccc2C1. As a reaction SMILES: [CH2:1]([CH3:2])[C:3]1=[CH:12][c:11]2[c:6]([cH:7][c:8]([O:13][CH3:14])[cH:9][cH:10]2)[CH2:5][CH2:4]1.[CH3:15][OH:16]>>[CH2:1]([CH3:2])[CH:3]1[CH2:4][CH2:5][c:6]2[cH:7][c:8]([O:13][CH3:14])[cH:9][cH:10][c:11]2[CH2:12]1. Yields the product CC1(C)OCC(c2cccc(C(O)CC(=O)c3cccnc3)c2F)O1. Starting materials: CC(=O)c1cccnc1, [Li]CCCC, C1CCOC1, CC1(C)OCC(c2cccc(C=O)c2F)O1, CCCCCC, CC(C)NC(C)C, Cl. Reaction SMILES: [C:19]([CH3:20])(=[O:21])[c:22]1[cH:23][n:24][cH:25][cH:26][cH:27]1.[CH2:14]([Li:15])[CH2:16][CH2:17][CH3:18].[CH2:45]1[O:46][CH2:47][CH2:48][CH2:49]1.[CH3:28][C:29]1([CH3:43])[O:30][CH2:31][CH:32]([c:34]2[c:35]([F:42])[c:36]([CH:37]=[O:38])[cH:39][cH:40][cH:41]2)[O:33]1.[CH3:8][CH2:9][CH2:10][CH2:11][CH2:12][CH3:13].[CH:1]([NH:2][CH:3]([CH3:4])[CH3:5])([CH3:6])[CH3:7].[ClH:44]>>[C:19]([CH2:20][CH:37]([c:36]1[c:35]([F:42])[c:34]([CH:32]2[CH2:31][O:30][C:29]([CH3:28])([CH3:43])[O:33]2)[cH:41][cH:40][cH:39]1)[OH:38])(=[O:21])[c:22]1[cH:23][n:24][cH:25][cH:26][cH:27]1. Reactants: C(CCCCC)N(C1=CC=CC=C1)CCCCCC (N,N-Dihexylaniline), ice water, CC(=O)[O-].[Na+] (NaOAc). The solvent is CN(C)C=O (DMF). Conditions: temperature 95 celsius. The product is C(CCCCC)N(C1=CC=C(C=O)C=C1)CCCCCC (N,N-Dihexyl-4-aminobenzaldehyde). The yield is 84.0%. As a reaction SMILES: [CH2:1]([N:7]([CH2:14][CH2:15][CH2:16][CH2:17][CH2:18][CH3:19])[C:8]1[CH:13]=[CH:12][CH:11]=[CH:10][CH:9]=1)[CH2:2][CH2:3][CH2:4][CH2:5][CH3:6].C[C:21]([O-])=[O:22].[Na+]>CN(C=O)C>[CH2:14]([N:7]([CH2:1][CH2:2][CH2:3][CH2:4][CH2:5][CH3:6])[C:8]1[CH:9]=[CH:10][C:11]([CH:21]=[O:22])=[CH:12][CH:13]=1)[CH2:15][CH2:16][CH2:17][CH2:18][CH3:19] |f:1.2|. Procedure: To a solution of dry DMF (1.1. mL) under Argon at 0° C. was added of POC13(375 μL, 4 mmol). N,N-Dihexylaniline (1.04 g, 4 mmol) was added dropwise and the solution was mixed with rapid stirring to form a green solution. The reaction mixture was heated at 95° C. for 2 h. The solution quickly turned red/brown. After 2 h the solution was cooled. It was poured into ice/water 20 mL and aq. saturated NaOAc (20 mL) was added. The partially neutralized solution was partitioned between ether and water. T... Starting materials: C(C)(C)(C)OC(N[C@@H]1CC[C@H](CC1)OC1=CC=CC=C1)=O (tert-Butyl(trans-4-phenoxycyclohexyl)carbamate), Cl.C(C)(=O)OCC (hydrochloric acid ethyl acetate), CCCCCC (hexane). Solvent: C(C)(=O)OCC (ethyl acetate). Reaction conditions: time 1 hour. The product is Cl.O(C1=CC=CC=C1)[C@@H]1CC[C@H](CC1)N (trans-4-Phenoxycyclohexanamine hydrochloride). RXN SMILES: C(OC(=O)[NH:7][C@H:8]1[CH2:13][CH2:12][C@H:11]([O:14][C:15]2[CH:20]=[CH:19][CH:18]=[CH:17][CH:16]=2)[CH2:10][CH2:9]1)(C)(C)C.[ClH:22].C(OCC)(=O)C.CCCCCC>C(OCC)(=O)C>[ClH:22].[O:14]([C@H:11]1[CH2:10][CH2:9][C@H:8]([NH2:7])[CH2:13][CH2:12]1)[C:15]1[CH:20]=[CH:19][CH:18]=[CH:17][CH:16]=1 |f:1.2,5.6|. Procedure details: The compound (1.80 g) obtained in Step 1 of this Reference Example was dissolved in ethyl acetate (18.0 mL). To the solution, 4 M hydrochloric acid/ethyl acetate (18.0 mL) was added at room temperature, and the mixture was stirred for 1 hour. To the reaction solution, hexane (18.0 mL) was added, and the precipitated solid was then collected by filtration and washed with a mixed solvent of hexane and ethyl acetate (50:50) to obtain the title compound (1.01 g). The reactants are COCCCN1C(=NC2=C1C=CC=C2)[C@H]2CN(CCC2)C(C[C@@H](CC2=CC=C(C=C2)N2C(CCC2)=O)NC(OC(C)(C)C)=O)=O (tert-Butyl(R)-4-((R)-3-(1-(3-methoxypropyl)-1H-benzo[d]imidazol-2-yl)piperidin-1-yl)-4-oxo-1-(4-(2-oxopyrrolidin-1-yl)phenyl)butan-2-ylcarbamate), FC(C(=O)O)(F)F (trifluoroacetic acid). Conditions: time 3 hour. Product: N[C@H](CC1=CC=C(C=C1)N1C(CCC1)=O)CC(=O)N1C[C@@H](CCC1)C1=NC2=C(N1CCCOC)C=CC=C2 (1-(4-((R)-2-amino-4-((R)-3-(1-(3-methoxypropyl)-1H-benzo[d]imidazol-2-yl)piperidin-1-yl)-4-oxobutyl)phenyl)pyrrolidin-2-one), C(=O)(C(F)(F)F)O (TFA). The yield is 17.0%. Reaction SMILES: [CH3:1][O:2][CH2:3][CH2:4][CH2:5][N:6]1[C:10]2[CH:11]=[CH:12][CH:13]=[CH:14][C:9]=2[N:8]=[C:7]1[C@@H:15]1[CH2:20][CH2:19][CH2:18][N:17]([C:21](=[O:45])[CH2:22][C@H:23]([NH:37]C(=O)OC(C)(C)C)[CH2:24][C:25]2[CH:30]=[CH:29][C:28]([N:31]3[CH2:35][CH2:34][CH2:33][C:32]3=[O:36])=[CH:27][CH:26]=2)[CH2:16]1.[F:46][C:47]([F:52])([F:51])[C:48]([OH:50])=[O:49]>>[NH2:37][C@@H:23]([CH2:22][C:21]([N:17]1[CH2:18][CH2:19][CH2:20][C@@H:15]([C:7]2[N:6]([CH2:5][CH2:4][CH2:3][O:2][CH3:1])[C:10]3[CH:11]=[CH:12][CH:13]=[CH:14][C:9]=3[N:8]=2)[CH2:16]1)=[O:45])[CH2:24][C:25]1[CH:30]=[CH:29][C:28]([N:31]2[CH2:35][CH2:34][CH2:33][C:32]2=[O:36])=[CH:27][CH:26]=1.[C:48]([OH:50])([C:47]([F:52])([F:51])[F:46])=[O:49]. Procedure details: (tert-Butyl (R)-4-((R)-3-(1-(3-methoxypropyl)-1H-benzo[d]imidazol-2-yl)piperidin-1-yl)-4-oxo-1-(4-(2-oxopyrrolidin-1-yl)phenyl)butan-2-ylcarbamate (104A) was dissolved in 25% trifluoroacetic acid and stirred at room temperature for 3 hrs. Solvent was removed under vacuum and the residue was purified by preparatory LC/MS (15-40% CH3CN in H2O) to give the product 1-(4-((R)-2-amino-4-((R)-3-(1-(3-methoxypropyl)-1H-benzo[d]imidazol-2-yl)piperidin-1-yl)-4-oxobutyl)phenyl)pyrrolidin-2-one (209) as a T...